Dataset: the Open Reaction Database (ORD), a public repository of structured organic reaction records. Task: describe an organic reaction: reactants, conditions, products, and yield Reactants: COc1ccc(C(=O)CBr)cc1, CCc1cc2c(=O)[nH]c(=O)n(Cc3ccc(-c4ccccc4C#N)cc3OC)c2s1, CN(C)C=O, CCOC(C)=O, [H-], [Na+]. Yields the product CCc1cc2c(=O)n(CC(=O)c3ccc(OC)cc3)c(=O)n(Cc3ccc(-c4ccccc4C#N)cc3OC)c2s1. As a reaction SMILES: [Br:31][CH2:32][C:33](=[O:34])[c:35]1[cH:36][cH:37][c:38]([O:41][CH3:42])[cH:39][cH:40]1.[CH2:1]([CH3:2])[c:3]1[cH:4][c:5]2[c:6]([n:7]([CH2:13][c:14]3[c:15]([O:28][CH3:29])[cH:16][c:17](-[c:20]4[c:21]([C:26]#[N:27])[cH:22][cH:23][cH:24][cH:25]4)[cH:18][cH:19]3)[c:8](=[O:12])[nH:9][c:10]2=[O:11])[s:30]1.[CH3:43][N:44]([CH3:45])[CH:46]=[O:47].[CH3:50][CH2:51][O:52][C:53](=[O:54])[CH3:55].[H-:48].[Na+:49]>>[CH2:1]([CH3:2])[c:3]1[cH:4][c:5]2[c:6]([n:7]([CH2:13][c:14]3[c:15]([O:28][CH3:29])[cH:16][c:17](-[c:20]4[c:21]([C:26]#[N:27])[cH:22][cH:23][cH:24][cH:25]4)[cH:18][cH:19]3)[c:8](=[O:12])[n:9]([CH2:32][C:33](=[O:34])[c:35]3[cH:36][cH:37][c:38]([O:41][CH3:42])[cH:39][cH:40]3)[c:10]2=[O:11])[s:30]1.